This data is from the Open Reaction Database (ORD), a public repository of structured organic reaction records. The task is: describe an organic reaction: reactants, conditions, products, and yield The reactants are β-lactam, BrC1(CCCC1)C(=O)NC(=O)N (1-bromo-1-ureidocarbonylcyclopentane), [Na+].C(C)(=O)OCC=1CS[C@H]2N(C1C(=O)[O-])C([C@H]2NC(\C(=N/O)\C=2OC=CC2)=O)=O ((6R,7R)-3-acetoxymethyl-7-[Z-2-(fur-2-yl)-2-hydroxyiminoacetamido]-ceph-3-em-4-carboxylic acid sodium salt), C(C)(=O)[O-] (acetate), ( ε16,500 ). Run in CCO (EtOH), CS(=O)C (DMSO), CS(=O)C (DMSO). Product: C(C)(=O)OCC=1CS[C@H]2N(C1C(=O)O)C([C@H]2NC(\C(=N/OC2(CCCC2)C(=O)NC(=O)N)\C=2OC=CC2)=O)=O ((6R,7R)-3-Acetoxymethyl-7-[Z-2-(fur-2-yl)-2-(1-ureidocarbonylcyclopent-1-yloximino)acetamido]-ceph-3-em-4-carboxylic acid). Isolated yield 85.0%. RXN SMILES: Br[C:2]1([C:7]([NH:9][C:10]([NH2:12])=[O:11])=[O:8])[CH2:6][CH2:5][CH2:4][CH2:3]1.[Na+].[C:14]([O:17][CH2:18][C:19]1[CH2:20][S:21][C@@H:22]2[C@H:29]([NH:30][C:31](=[O:40])/[C:32](/[C:35]3[O:36][CH:37]=[CH:38][CH:39]=3)=[N:33]\[OH:34])[C:28](=[O:41])[N:23]2[C:24]=1[C:25]([O-:27])=[O:26])(=[O:16])[CH3:15].C([O-])(=O)C>CS(C)=O.CCO>[C:14]([O:17][CH2:18][C:19]1[CH2:20][S:21][C@@H:22]2[C@H:29]([NH:30][C:31](=[O:40])/[C:32](/[C:35]3[O:36][CH:37]=[CH:38][CH:39]=3)=[N:33]\[O:34][C:2]3([C:7]([NH:9][C:10]([NH2:12])=[O:11])=[O:8])[CH2:6][CH2:5][CH2:4][CH2:3]3)[C:28](=[O:41])[N:23]2[C:24]=1[C:25]([OH:27])=[O:26])(=[O:16])[CH3:15] |f:1.2|. Procedure details: This was prepared from 1-bromo-1-ureidocarbonylcyclopentane and (6R,7R)-3-acetoxymethyl-7-[Z-2-(fur-2-yl)-2-hydroxyiminoacetamido]-ceph-3-em-4-carboxylic acid sodium salt, in a similar manner to Example 2. [α]D22 +95° (c 0.55, DMSO), λmax (EtOH) 275 nm (ε16,500), νmax (Nujol) 3420, 3300 (NH, NH2), 3700-2100 (bonded OH), 1788 (β-lactam), 1735 (acetate), 1710, 1690, 1565, 1550 cm-1 (CONH, CONHCONH2), τ (DMSO d6) 7.92 (OAc), 4.95, 5.28 (dd J 13) (3 --CH2), 6.23, 6.49 (dd, J 18) (2 --CH2), 4.71 (d, ... Reactants: BrC1=CC(=C(C=C1)NC1=C(C(=NC=C1C(=O)O)Cl)Cl)Cl (4-(4-bromo-2-chlorophenylamino)-5,6-dichloronicotinic acid), O.NN (Hydrazine monohydrate), C(C)OC(C1=CN=C(C(=C1NC1=C(C=C(C=C1)Br)Cl)Cl)Cl)=O (4-(4-Bromo-2-chlorophenylamino)-5,6-dichloronicotinic acid ethyl ester). Solvent: CN(C(C)=O)C (N,N-dimethylacetamide), CCOC(=O)C (EtOAc). Reaction conditions: temperature 90 celsius, time 1 hour. The product is C(C)OC(C1=CN=C(C(=C1NC1=C(C=C(C=C1)Br)Cl)Cl)Cl)=O (4-(4-Bromo-2-chlorophenylamino)-5,6-dichloronicotinic acid ethyl ester), C(C)OC(C1=CN=C(C(=C1NC1=C(C=C(C=C1)Br)Cl)Cl)NN)=O (4-(4-bromo-2-chlorophenylamino)-5-chloro-6-hydrazinonicotinic acid ethyl ester). Yield: 36.1%. RXN SMILES: BrC1C=CC(NC2C(C(O)=O)=CN=C(Cl)C=2Cl)=C(Cl)C=1.O.[NH2:22][NH2:23].[CH2:24]([O:26][C:27](=[O:45])[C:28]1[C:33]([NH:34][C:35]2[CH:40]=[CH:39][C:38]([Br:41])=[CH:37][C:36]=2[Cl:42])=[C:32]([Cl:43])[C:31]([Cl:44])=[N:30][CH:29]=1)[CH3:25]>CN(C)C(=O)C.CCOC(C)=O>[CH2:24]([O:26][C:27](=[O:45])[C:28]1[C:33]([NH:34][C:35]2[CH:40]=[CH:39][C:38]([Br:41])=[CH:37][C:36]=2[Cl:42])=[C:32]([Cl:43])[C:31]([Cl:44])=[N:30][CH:29]=1)[CH3:25].[CH2:24]([O:26][C:27](=[O:45])[C:28]1[C:33]([NH:34][C:35]2[CH:40]=[CH:39][C:38]([Br:41])=[CH:37][C:36]=2[Cl:42])=[C:32]([Cl:43])[C:31]([NH:22][NH2:23])=[N:30][CH:29]=1)[CH3:25] |f:1.2|. Reported procedure: 4-(4-Bromo-2-chlorophenylamino)-5,6-dichloronicotinic acid ethyl ester (48) was prepared by standard methods from 4-(4-bromo-2-chlorophenylamino)-5,6-dichloronicotinic acid. Hydrazine monohydrate (0.59 mL, 12.16 mmol) was added to a solution of 4-(4-bromo-2-chlorophenylamino)-5,6-dichloronicotinic acid ethyl ester (48) (1.72 g, 4.05 mmol) in N,N-dimethylacetamide (20 mL). After stirring at 90° C. for 1 hour, the reaction mixture was cooled to room temperature and diluted with EtOAc. The organic ... Run at temperature 85 celsius. The product is COC1=CC(=NC=C1)CCC1=NC=2C(=NC=C(C2)C2=CC=C(C=C2)S(=O)(=O)N2CCN(CC2)C2=CC=C(C=C2)C)N1 (2-[2-(4-Methoxypyridin-2-yl)ethyl]-6-[4-(4-p-tolyl-piperazin-1-yl-sulfonyl)-phenyl]-3H-imidazo[4,5-b]pyridine). The solvent is O (water), O (water), O1CCOCC1 (dioxane), O1CCOCC1 (dioxane). Isolated yield 37.5%. Reagents/catalysts: [Pd].C1(=CC=CC=C1)P(C1=CC=CC=C1)C1=CC=CC=C1.C1(=CC=CC=C1)P(C1=CC=CC=C1)C1=CC=CC=C1.C1(=CC=CC=C1)P(C1=CC=CC=C1)C1=CC=CC=C1.C1(=CC=CC=C1)P(C1=CC=CC=C1)C1=CC=CC=C1 (tetrakis(triphenylphosphine)-palladium(0)), [CH-]1C=CC=C1.[CH-]1C=CC=C1.[Fe+2] (ferrocene). The reactants are COC1=CC(=NC=C1)CCC1=NC=2C(=NC=C(C2)I)N1 (2-[2-(4-methoxypyridin-2-yl)ethyl]-6iodo-3H-imidazo[4,5-b]pyridine), COC1=CC(=NC=C1)CCC1=NC=2C(=NC=C(C2)I)N1 (2-[2-(4-methoxypyridin-2-yl)ethyl]-6iodo-3H-imidazo[4,5-b]pyridine), C([O-])([O-])=O.[K+].[K+] (potassium carbonate), [Cl-].[Li+] (lithium chloride), BrC1=CC=C(C=C1)S(=O)(=O)N1CCN(CC1)C1=CC=C(C=C1)C (1-(4-bromo-benzene-sulfonyl)-4-(p-tolyl)-piperazine), bis-(pinacolato)-diboron, [1,1′-bis(diphenylphosphine)ferrocene]palladium-dichloride, C(C)(=O)[O-].[K+] (potassium acetate). Procedure: A mixture of 0.395 g of 1-(4-bromo-benzene-sulfonyl)-4-(p-tolyl)-piperazine, 0.28 g of bis-(pinacolato)-diboron, 0.017 g of 1,1′-bis-diphenylphosphino)-ferrocene, 0.022 g of [1,1′-bis(diphenylphosphine)ferrocene]palladium-dichloride (complex with CH2Cl2), 0.294 g of potassium acetate in 6 ml of degassed dioxane are heated to 85° C. in a sealed tube under N2for 16 hours. To the resulting mixture 4 ml of degassed dioxane, 0.228 g of 2-[2-(4-methoxypyridin-2-yl)ethyl]-6-iodo-3H-imidazo[4,5b]pyridin... RXN SMILES: Br[C:2]1[CH:7]=[CH:6][C:5]([S:8]([N:11]2[CH2:16][CH2:15][N:14]([C:17]3[CH:22]=[CH:21][C:20]([CH3:23])=[CH:19][CH:18]=3)[CH2:13][CH2:12]2)(=[O:10])=[O:9])=[CH:4][CH:3]=1.C([O-])(=O)C.[K+].[CH3:29][O:30][C:31]1[CH:36]=[CH:35][N:34]=[C:33]([CH2:37][CH2:38][C:39]2[NH:48][C:42]3=[N:43][CH:44]=[C:45](I)[CH:46]=[C:41]3[N:40]=2)[CH:32]=1.C(=O)([O-])[O-].[K+].[K+].[Cl-].[Li+]>O1CCOCC1.O.[CH-]1C=CC=C1.[CH-]1C=CC=C1.[Fe+2].[Pd].C1(P(C2C=CC=CC=2)C2C=CC=CC=2)C=CC=CC=1.C1(P(C2C=CC=CC=2)C2C=CC=CC=2)C=CC=CC=1.C1(P(C2C=CC=CC=2)C2C=CC=CC=2)C=CC=CC=1.C1(P(C2C=CC=CC=2)C2C=CC=CC=2)C=CC=CC=1>[CH3:29][O:30][C:31]1[CH:36]=[CH:35][N:34]=[C:33]([CH2:37][CH2:38][C:39]2[NH:48][C:42]3=[N:43][CH:44]=[C:45]([C:2]4[CH:3]=[CH:4][C:5]([S:8]([N:11]5[CH2:12][CH2:13][N:14]([C:17]6[CH:22]=[CH:21][C:20]([CH3:23])=[CH:19][CH:18]=6)[CH2:15][CH2:16]5)(=[O:10])=[O:9])=[CH:6][CH:7]=4)[CH:46]=[C:41]3[N:40]=2)[CH:32]=1 |f:1.2,4.5.6,7.8,11.12.13,14.15.16.17.18|. Reactants: C(C1=CC=CC=C1)N1CC(=C(N(S1(=O)=O)C)C(=O)OC)O (methyl 6-benzyl-5,6-dihydro-4-hydroxy-2-methyl-1,1-dioxo-2H-1,2,6-thiadiazine-3-carboxylate), NC1=NOC(=C1)C (3-amino-5-methylisoxazole), C(C)(C)OC(C)C.C(=O)O (diisopropyl ether formic acid), C(C)(C)OC(C)C.CC(=O)C (diisopropyl ether acetone). Product: C(C1=CC=CC=C1)N1CC(=C(N(S1(=O)=O)C)C(=O)NC1=NOC(=C1)C)O (6-Benzyl-5,6-dihydro-4-hydroxy-2-methyl-N-(5-methyl-3-isoxazolyl)-1,1-dioxo-2H- 1,2,6-thiadiazine-3-carboxamide). The yield is 59.0%. RXN SMILES: [CH2:1]([N:8]1[S:13](=[O:15])(=[O:14])[N:12]([CH3:16])[C:11]([C:17]([O:19]C)=O)=[C:10]([OH:21])[CH2:9]1)[C:2]1[CH:7]=[CH:6][CH:5]=[CH:4][CH:3]=1.[NH2:22][C:23]1[CH:27]=[C:26]([CH3:28])[O:25][N:24]=1.C(OC(C)C)(C)C.C(O)=O.C(OC(C)C)(C)C.CC(C)=O>>[CH2:1]([N:8]1[S:13](=[O:14])(=[O:15])[N:12]([CH3:16])[C:11]([C:17]([NH:22][C:23]2[CH:27]=[C:26]([CH3:28])[O:25][N:24]=2)=[O:19])=[C:10]([OH:21])[CH2:9]1)[C:2]1[CH:3]=[CH:4][CH:5]=[CH:6][CH:7]=1 |f:2.3,4.5|. Procedure details: The synthesis is effected analogously to Example 1 using in each case 1 equivalent of methyl 6-benzyl-5,6-dihydro-4-hydroxy-2-methyl-1,1-dioxo-2H-1,2,6-thiadiazine-3-carboxylate and 3-amino-5-methylisoxazole. Chromatography over silica gel using a mixture of diisopropyl ether/formic acid=100/1 or recrystallisation from a diisopropyl ether/acetone mixture gives the title compound in a yield of 59%. Reactants: C1CCNCC1, C#CCC(C)(C)CO, [I-], FC(F)(F)Oc1ccc(I)cc1, c1ccc(P(c2ccccc2)(c2ccccc2)[Pd](P(c2ccccc2)(c2ccccc2)c2ccccc2)(P(c2ccccc2)(c2ccccc2)c2ccccc2)P(c2ccccc2)(c2ccccc2)c2ccccc2)cc1. Yields the product CC(C)(CO)CC#Cc1ccc(OC(F)(F)F)cc1. As a reaction SMILES: [CH2:22]1[CH2:23][CH2:24][NH:25][CH2:26][CH2:27]1.[CH3:14][C:15]([CH2:16][OH:17])([CH2:18][C:19]#[CH:20])[CH3:21].[I-:13].[I:1][c:2]1[cH:3][cH:4][c:5]([O:8][C:9]([F:10])([F:11])[F:12])[cH:6][cH:7]1.[cH:28]1[cH:29][cH:30][c:31]([P:32]([Pd:33]([P:34]([c:35]2[cH:36][cH:37][cH:38][cH:39][cH:40]2)([c:41]2[cH:42][cH:43][cH:44][cH:45][cH:46]2)[c:47]2[cH:48][cH:49][cH:50][cH:51][cH:52]2)([P:53]([c:54]2[cH:55][cH:56][cH:57][cH:58][cH:59]2)([c:60]2[cH:61][cH:62][cH:63][cH:64][cH:65]2)[c:66]2[cH:67][cH:68][cH:69][cH:70][cH:71]2)[P:72]([c:73]2[cH:74][cH:75][cH:76][cH:77][cH:78]2)([c:79]2[cH:80][cH:81][cH:82][cH:83][cH:84]2)[c:85]2[cH:86][cH:87][cH:88][cH:89][cH:90]2)([c:91]2[cH:92][cH:93][cH:94][cH:95][cH:96]2)[c:97]2[cH:98][cH:99][cH:100][cH:101][cH:102]2)[cH:103][cH:104]1>>[c:2]1([C:20]#[C:19][CH2:18][C:15]([CH3:14])([CH2:16][OH:17])[CH3:21])[cH:3][cH:4][c:5]([O:8][C:9]([F:10])([F:11])[F:12])[cH:6][cH:7]1. Starting materials: CSC1=CC=C(C=C1)C1=CC=2C(=NC=CN2)N1 (6-(4-methylthiophenyl)-5H-pyrrolo[2,3-b]pyrazine), OOS(=O)[O-].[K+] (oxone), ClCCl (dichloromethane). Yields the product CS(=O)(=O)C1=CC=C(C=C1)C1=CC=2C(=NC=CN2)N1 (6-(4-Methylsulfonylphenyl)-5H-pyrrolo[2,3-b]pyrazine). RXN SMILES: CS[C:3]1[CH:8]=[CH:7][C:6]([C:9]2[NH:17][C:12]3=[N:13][CH:14]=[CH:15][N:16]=[C:11]3[CH:10]=2)=[CH:5][CH:4]=1.O[O:19][S:20]([O-:22])=O.[K+].Cl[CH2:25]Cl>>[CH3:25][S:20]([C:3]1[CH:8]=[CH:7][C:6]([C:9]2[NH:17][C:12]3=[N:13][CH:14]=[CH:15][N:16]=[C:11]3[CH:10]=2)=[CH:5][CH:4]=1)(=[O:22])=[O:19] |f:1.2|. Procedure details: A stirred suspension of 6-(4-methylthiophenyl)-5H-pyrrolo[2,3-b]pyrazine [0.125 g, Example 1(ah)] in dichloromethane (15 mL) was treated with TBA oxone (1.35 g). After 4 hours the reaction mixture was evaporated. The residue was subjected to flash chromatography eluting with a mixture of methanol and dichloromethane (1:1, v/v) to give the title compound as a white solid. MS: 274 (MH+). 1H NMR [(CD3)2SO]: δ 12.78 (1H, s); 8.44 (1H, s); 8.28 (3H, m); 8.04 (2H, d, J=8.8 Hz); 7.40 (1H, s); 3.27 (3H,...